From a dataset of the Open Reaction Database (ORD), a public repository of structured organic reaction records. describe an organic reaction: reactants, conditions, products, and yield Starting materials: CC(=O)O, CC(C)NC(=O)CSCC(=O)c1ccc(-c2ccccc2)cc1, OO. The product is CC(C)NC(=O)CS(=O)CC(=O)c1ccc(-c2ccccc2)cc1. RXN SMILES: [CH3:26][C:27](=[O:28])[OH:29].[CH:1]([CH3:2])([CH3:3])[NH:4][C:5]([CH2:6][S:7][CH2:8][C:9](=[O:10])[c:11]1[cH:12][cH:13][c:14](-[c:17]2[cH:18][cH:19][cH:20][cH:21][cH:22]2)[cH:15][cH:16]1)=[O:23].[OH:24][OH:25]>>[CH:1]([CH3:2])([CH3:3])[NH:4][C:5]([CH2:6][S:7]([CH2:8][C:9](=[O:10])[c:11]1[cH:12][cH:13][c:14](-[c:17]2[cH:18][cH:19][cH:20][cH:21][cH:22]2)[cH:15][cH:16]1)=[O:24])=[O:23]. Starting materials: CCOC(=O)C(=Cc1ccc(-c2ccc(C(=O)N3CCCC3)cc2)cc1[N+](=O)[O-])CC#N, O=C([O-])[O-], CC(=O)O, CCOC(C)=O, ClCCl, [Fe], [Na+], [Na+]. The product is CCOC(=O)C1=Cc2ccc(-c3ccc(C(=O)N4CCCC4)cc3)cc2N=C(N)C1. Reaction SMILES: [C:1](#[N:2])[CH2:3][C:4]([C:5](=[O:6])[O:7][CH2:8][CH3:9])=[CH:10][c:11]1[c:12]([N+:30]([O-:31])=[O:32])[cH:13][c:14](-[c:17]2[cH:18][cH:19][c:20]([C:23](=[O:24])[N:25]3[CH2:26][CH2:27][CH2:28][CH2:29]3)[cH:21][cH:22]2)[cH:15][cH:16]1.[C:33](=[O:34])([O-:35])[O-:36].[C:39]([OH:40])(=[O:41])[CH3:42].[CH3:46][CH2:47][O:48][C:49]([CH3:50])=[O:51].[Cl:43][CH2:44][Cl:45].[Fe:52].[Na+:37].[Na+:38]>>[C:1]1([NH2:2])=[N:30][c:12]2[c:11]([cH:16][cH:15][c:14](-[c:17]3[cH:18][cH:19][c:20]([C:23](=[O:24])[N:25]4[CH2:26][CH2:27][CH2:28][CH2:29]4)[cH:21][cH:22]3)[cH:13]2)[CH:10]=[C:4]([C:5](=[O:6])[O:7][CH2:8][CH3:9])[CH2:3]1. Reactants: NC=1N=CN(C1C(=O)N)CC1=CC=C(C=C1)C(C)(C)C (4-amino-1-(4-t-butylbenzyl)-5-imidazole carboxamide), C(C1=CN=CC=C1)(=O)O (nicotinic acid). Product: C(C)(C)(C)C1=CC=C(CN2C=NC(=C2C(=O)N)NC(=O)C=2C=NC=CC2)C=C1 (1-(4-t-butylbenzyl)-4-(3-pyridylcarbonylamino)-5-imidazolecarboxamide). Yield: 70.0%. Reaction SMILES: [NH2:1][C:2]1[N:3]=[CH:4][N:5]([CH2:10][C:11]2[CH:16]=[CH:15][C:14]([C:17]([CH3:20])([CH3:19])[CH3:18])=[CH:13][CH:12]=2)[C:6]=1[C:7]([NH2:9])=[O:8].[C:21](O)(=[O:28])[C:22]1[CH:27]=[CH:26][CH:25]=[N:24][CH:23]=1>>[C:17]([C:14]1[CH:15]=[CH:16][C:11]([CH2:10][N:5]2[C:6]([C:7]([NH2:9])=[O:8])=[C:2]([NH:1][C:21]([C:22]3[CH:23]=[N:24][CH:25]=[CH:26][CH:27]=3)=[O:28])[N:3]=[CH:4]2)=[CH:12][CH:13]=1)([CH3:20])([CH3:19])[CH3:18]. Reported procedure: An amidation reaction and post-treatment were carried out under the same conditions as in Example 19, using 1.50 g (5.51 mmol) of 4-amino-1-(4-t-butylbenzyl)-5-imidazole carboxamide which was prepared in the same manner as in Example 57 and nicotinic acid instead of cyclopentyl acetic acid to obtain 1.45 g of 1-(4-t-butylbenzyl)-4-(3-pyridylcarbonylamino)-5-imidazolecarboxamide (yield 70%). The reactants are N(=NC(=O)OCC)C(=O)OCC (diethyl azodicarboxylate), C12CCC(CC1)N2C(C(C)(C)C=2C=C1C(=C(NC1=CC2)C2=CC(=CC(=C2)C)C)[C@@H](CNS(=O)(=O)C2=C(C=C(C=C2)[N+](=O)[O-])[N+](=O)[O-])C)=O ((S)-N-{2-[5-[2-(7-azabicyclo[2.2.1]hept-7-yl)-1,1-dimethyl2-oxo-ethyl]-2-(3,5-dimethylphenyl)-1H-indol-3-yl]-propyl}-2,4-dinitrobenzenesulfonamide), N1=CN(C2=NC=CC=C21)CCO (2-imidazo[4,5-b]pyridin-3-yl-ethanol), C1(=CC=CC=C1)P(C1=CC=CC=C1)C1=CC=CC=C1 (triphenylphosphine). Run at time 2 hour. Yields the product C12CCC(CC1)N2C(C(C)(C)C=2C=C1C(=C(NC1=CC2)C2=CC(=CC(=C2)C)C)[C@@H](CN(S(=O)(=O)C2=C(C=C(C=C2)[N+](=O)[O-])[N+](=O)[O-])CCN2C=NC=1C2=NC=CC1)C)=O ((S)-N-{2-[5-[2-(7-azabicyclo[2.2.1]hept-7-yl)-1,1-dimethyl2-oxo-ethyl]-2-(3,5-dimethylphenyl)-1H-indol-3-yl]-propyl}-N-(2-imidazo[4,5-b]pyridin-3-yl-ethyl)-2,4-dinitrobenzenesulfonamide). Yield: 299.4%. Reaction SMILES: [CH:1]12[N:7]([C:8](=[O:48])[C:9]([C:12]3[CH:13]=[C:14]4[C:18](=[CH:19][CH:20]=3)[NH:17][C:16]([C:21]3[CH:26]=[C:25]([CH3:27])[CH:24]=[C:23]([CH3:28])[CH:22]=3)=[C:15]4[C@H:29]([CH3:47])[CH2:30][NH:31][S:32]([C:35]3[CH:40]=[CH:39][C:38]([N+:41]([O-:43])=[O:42])=[CH:37][C:36]=3[N+:44]([O-:46])=[O:45])(=[O:34])=[O:33])([CH3:11])[CH3:10])[CH:4]([CH2:5][CH2:6]1)[CH2:3][CH2:2]2.[N:49]1[C:57]2[C:52](=[N:53][CH:54]=[CH:55][CH:56]=2)[N:51]([CH2:58][CH2:59]O)[CH:50]=1.C1(P(C2C=CC=CC=2)C2C=CC=CC=2)C=CC=CC=1.N(C(OCC)=O)=NC(OCC)=O>>[CH:4]12[N:7]([C:8](=[O:48])[C:9]([C:12]3[CH:13]=[C:14]4[C:18](=[CH:19][CH:20]=3)[NH:17][C:16]([C:21]3[CH:26]=[C:25]([CH3:27])[CH:24]=[C:23]([CH3:28])[CH:22]=3)=[C:15]4[C@H:29]([CH3:47])[CH2:30][N:31]([CH2:59][CH2:58][N:51]3[C:52]4=[N:53][CH:54]=[CH:55][CH:56]=[C:57]4[N:49]=[CH:50]3)[S:32]([C:35]3[CH:40]=[CH:39][C:38]([N+:41]([O-:43])=[O:42])=[CH:37][C:36]=3[N+:44]([O-:46])=[O:45])(=[O:33])=[O:34])([CH3:10])[CH3:11])[CH:1]([CH2:2][CH2:3]1)[CH2:6][CH2:5]2. Reported procedure: To a solution of (S)-N-{2-[5-[2-(7-azabicyclo[2.2.1]hept-7-yl)-1,1-dimethyl2-oxo-ethyl]-2-(3,5-dimethylphenyl)-1H-indol-3-yl]-propyl}-2,4-dinitrobenzenesulfonamide (0.415 g in 6 mL benzene) was added 0.20 g 2-imidazo[4,5-b]pyridin-3-yl-ethanol followed by 0.32 g triphenylphosphine and 0.189 mL of diethyl azodicarboxylate added dropwise. After 2 hours, the mixture was concentrated and the crude reaction product purified by flash chromatography on silica gel (methylene chloride:methanol, 98:2; the... The reactants are BrC=1C(=NC=C(N1)C(F)(F)F)N[C@@H]1[C@H](CCC1)NC(OC(C)(C)C)=O (tert-butyl N-[(1S,2S)-2-{[3-bromo-5-(trifluoromethyl)pyrazin-2-yl]amino}cyclopentyl]carbamate), C1(CC1)B(O)O (cyclopropylboronic acid), C([O-])([O-])=O.[K+].[K+] (potassium carbonate). The reagents and catalysts are C=1C=CC(=CC1)[P](C=2C=CC=CC2)(C=3C=CC=CC3)[Pd]([P](C=4C=CC=CC4)(C=5C=CC=CC5)C=6C=CC=CC6)([P](C=7C=CC=CC7)(C=8C=CC=CC8)C=9C=CC=CC9)[P](C=1C=CC=CC1)(C=1C=CC=CC1)C=1C=CC=CC1 (tetrakis(triphenylphosphine)palladium). The solvent is O1CCOCC1 (1,4-dioxane), O (water). Yields the product C1(CC1)C=1C(=NC=C(N1)C(F)(F)F)N[C@@H]1[C@H](CCC1)NC(OC(C)(C)C)=O (tert-Butyl N-[(1S,2S)-2-{[3-cyclopropyl-5-(trifluoromethyl)pyrazin-2-yl]amino}cyclopentyl]carbamate). As a reaction SMILES: Br[C:2]1[C:3]([NH:12][C@H:13]2[CH2:17][CH2:16][CH2:15][C@@H:14]2[NH:18][C:19](=[O:25])[O:20][C:21]([CH3:24])([CH3:23])[CH3:22])=[N:4][CH:5]=[C:6]([C:8]([F:11])([F:10])[F:9])[N:7]=1.[CH:26]1(B(O)O)[CH2:28][CH2:27]1.C(=O)([O-])[O-].[K+].[K+]>O1CCOCC1.O.C1C=CC([P]([Pd]([P](C2C=CC=CC=2)(C2C=CC=CC=2)C2C=CC=CC=2)([P](C2C=CC=CC=2)(C2C=CC=CC=2)C2C=CC=CC=2)[P](C2C=CC=CC=2)(C2C=CC=CC=2)C2C=CC=CC=2)(C2C=CC=CC=2)C2C=CC=CC=2)=CC=1>[CH:26]1([C:2]2[C:3]([NH:12][C@H:13]3[CH2:17][CH2:16][CH2:15][C@@H:14]3[NH:18][C:19](=[O:25])[O:20][C:21]([CH3:24])([CH3:23])[CH3:22])=[N:4][CH:5]=[C:6]([C:8]([F:11])([F:10])[F:9])[N:7]=2)[CH2:28][CH2:27]1 |f:2.3.4,^1:48,50,69,88|. Reported procedure: A suspension of tert-butyl N-[(1S,2S)-2-{[3-bromo-5-(trifluoromethyl)pyrazin-2-yl]amino}cyclopentyl]carbamate (2.44 g, 5.73 mmol), cyclopropylboronic acid (2.46 g, 28.6 mmol), potassium carbonate (3.17 g, 22.9 mmol) and tetrakis(triphenylphosphine)palladium (0.662 g, 0.57 mmol) in 1,4-dioxane (15 ml) and water (4 ml) was subjected to microwave irradiation at 140° C. for 2 hours. The reaction was partitioned between ethyl acetate (20 ml) and water (20 ml). The aqueous layer was extracted with eth... The reactants are C(C)(C)[N-]C(C)C.[Li+] (LDA), C(CCO)O (1,3-propanediol), C(C)(C)NC(C)C (diisopropylamine), [Li]CCCC (n-BuLi), CCCCCC (hexane), C(C)(C)[N-]C(C)C.[Li+] (lithium di-isopropylamide), COB(OC)OC (trimethylborate), C(CCC)C1=CSC=C1 (3-butylthiophene). The solvent is C(C)OCC (diethyl ether), CCOCC (ether). Run at time 30 minute. Yields the product C(CCC)C=1C=C(SC1)B1OCCCO1 (2-(4-Butyl-thiophen-2-yl)-[1,3,2]dioxaborinane). As a reaction SMILES: C(N[CH:5]([CH3:7])[CH3:6])(C)C.[Li]CCCC.CCCCCC.C([N-]C(C)C)(C)C.[Li+].[CH2:27]([C:31]1[CH:35]=[CH:34][S:33][CH:32]=1)[CH2:28][CH2:29][CH3:30].C[O:37][B:38](OC)[O:39]C.C(O)CCO>C(OCC)C>[CH2:27]([C:31]1[CH:35]=[C:34]([B:38]2[O:39][CH2:6][CH2:5][CH2:7][O:37]2)[S:33][CH:32]=1)[CH2:28][CH2:29][CH3:30] |f:3.4|. Procedure details: To a solution of diisopropylamine (21.6 ml, 154.0 mmol) in 200 ml of anhydrous diethyl ether was added 2.5 M n-BuLi in hexane (49.3 ml, 123.3 mmol) at room temperature. After stirring at room temperature for 30 min, the resulting lithium di-isopropylamide (LDA) solution was cooled to −76° C. A solution of 3-butylthiophene (18.0 g, 123.3 mmol) in 100 ml of ether was cooled to −76° C. and added to the above LDA solution. The temperature was allowed to rise slowly to −40° C., whereupon it was stirr...